Dataset: the Open Reaction Database (ORD), a public repository of structured organic reaction records. Task: describe an organic reaction: reactants, conditions, products, and yield The reactants are Cc1cc(C2CC2)cnc1N1CCN(C(=O)c2ccc(Br)cc2NS(C)(=O)=O)CC1, CC1COC(=O)N1. The product is Cc1cc(C2CC2)cnc1N1CCN(C(=O)c2ccc(N3C(=O)OCC3C)cc2NS(C)(=O)=O)CC1. Reaction SMILES: [Br:1][c:2]1[cH:3][cH:4][c:5]([C:13](=[O:14])[N:15]2[CH2:16][CH2:17][N:18]([c:21]3[n:22][cH:23][c:24]([CH:28]4[CH2:29][CH2:30]4)[cH:25][c:26]3[CH3:27])[CH2:19][CH2:20]2)[c:6]([NH:8][S:9](=[O:10])(=[O:11])[CH3:12])[cH:7]1.[CH3:31][CH:32]1[NH:33][C:34](=[O:37])[O:35][CH2:36]1>>[c:2]1([N:33]2[CH:32]([CH3:31])[CH2:36][O:35][C:34]2=[O:37])[cH:3][cH:4][c:5]([C:13](=[O:14])[N:15]2[CH2:16][CH2:17][N:18]([c:21]3[n:22][cH:23][c:24]([CH:28]4[CH2:29][CH2:30]4)[cH:25][c:26]3[CH3:27])[CH2:19][CH2:20]2)[c:6]([NH:8][S:9](=[O:10])(=[O:11])[CH3:12])[cH:7]1. Reactants: CC1(C2=C(C(=CC=C2)P(C3=CC=CC=C3)C4=CC=CC=C4)OC5=C(C=CC=C51)P(C6=CC=CC=C6)C7=CC=CC=C7)C (Xantphos), FC=1C=C(C#N)C=C(C1)[C@@H]1NC[C@H](C1)F (3-fluoro-5-((2R,4S)-4-fluoropyrrolidin-2-yl)benzonitrile), IC1=CC=2N(C=C1)N=CC2C(=O)N(CC2=CC=C(C=C2)OC)CC2=CC=C(C=C2)OC (5-iodo-N,N-bis(4-methoxybenzyl)pyrazolo[1,5-a]pyridine-3-carboxamide), C(=O)([O-])[O-].[Cs+].[Cs+] (Cs2CO3), IC1=CC=2N(C=C1)N=CC2C(=O)N(CC2=CC=C(C=C2)OC)CC2=CC=C(C=C2)OC (5-iodo-N,N-bis(4-methoxybenzyl)pyrazolo[1,5-a]pyridine-3-carboxamide). Reagents/catalysts: CC(=O)[O-].CC(=O)[O-].[Pd+2] (Pd(OAc)2). Solvent: O1CCOCC1 (1,4-dioxane), CCOC(=O)C (EtOAc), O (water), C(C)(C)OC(=O)C (i-PrOAc). Reaction conditions: temperature 98 celsius, time 3 hour. The product is C(#N)C=1C=C(C=C(C1)F)[C@@H]1N(C[C@H](C1)F)C1=CC=2N(C=C1)N=CC2C(=O)N(CC2=CC=C(C=C2)OC)CC2=CC=C(C=C2)OC (5-((2R,4S)-2-(3-cyano-5-fluorophenyl)-4-fluoropyrrolidin-1-yl)-N,N-bis(4-methoxybenzyl)pyrazolo[1,5-a]pyridine-3-carboxamide). RXN SMILES: [F:1][C:2]1[CH:3]=[C:4]([CH:7]=[C:8]([C@H:10]2[CH2:14][C@H:13]([F:15])[CH2:12][NH:11]2)[CH:9]=1)[C:5]#[N:6].I[C:17]1[CH:22]=[CH:21][N:20]2[N:23]=[CH:24][C:25]([C:26]([N:28]([CH2:38][C:39]3[CH:44]=[CH:43][C:42]([O:45][CH3:46])=[CH:41][CH:40]=3)[CH2:29][C:30]3[CH:35]=[CH:34][C:33]([O:36][CH3:37])=[CH:32][CH:31]=3)=[O:27])=[C:19]2[CH:18]=1.C([O-])([O-])=O.[Cs+].[Cs+].CC1(C)C2C(=C(P(C3C=CC=CC=3)C3C=CC=CC=3)C=CC=2)OC2C(P(C3C=CC=CC=3)C3C=CC=CC=3)=CC=CC1=2>C(OC(C)=O)(C)C.CC([O-])=O.CC([O-])=O.[Pd+2].CCOC(C)=O.O.O1CCOCC1>[C:5]([C:4]1[CH:7]=[C:8]([C@H:10]2[CH2:14][C@H:13]([F:15])[CH2:12][N:11]2[C:17]2[CH:22]=[CH:21][N:20]3[N:23]=[CH:24][C:25]([C:26]([N:28]([CH2:38][C:39]4[CH:44]=[CH:43][C:42]([O:45][CH3:46])=[CH:41][CH:40]=4)[CH2:29][C:30]4[CH:31]=[CH:32][C:33]([O:36][CH3:37])=[CH:34][CH:35]=4)=[O:27])=[C:19]3[CH:18]=2)[CH:9]=[C:2]([F:1])[CH:3]=1)#[N:6] |f:2.3.4,7.8.9|. Reported procedure: A 3 L flask was charged with 3-fluoro-5-((2R,4S)-4-fluoropyrrolidin-2-yl)benzonitrile (I-15) (50 g, 240 mmol), 5-iodo-N,N-bis(4-methoxybenzyl)pyrazolo[1,5-a]pyridine-3-carboxamide (I-43) (158 g, 290 mmol), Cs2CO3 (133 g, 408 mmol) and 1,4-dioxane (1125 mL). The reaction was heated to 98° C. and maintained for 30 minutes. Pd(OAc)2 (3.5 g, 15.6 mmol) and Xantphos (9.5 g, 16.4 mmol) were added and the reaction was heated to 102° C., and maintained for 3 hours. After 3 hours, additional 5-iodo-N,N-b... The reactants are COC(=O)C=C(NC(C)c1ccc(OC)cc1)c1cccnc1, CO, CCOC(C)=O. Product: COC(=O)CC(NC(C)c1ccc(OC)cc1)c1cccnc1. Reaction SMILES: [CH3:1][O:2][c:3]1[cH:4][cH:5][c:6]([CH:9]([CH3:10])[NH:11][C:12](=[CH:13][C:14](=[O:15])[O:16][CH3:17])[c:18]2[cH:19][n:20][cH:21][cH:22][cH:23]2)[cH:7][cH:8]1.[CH3:24][OH:25].[CH3:26][CH2:27][O:28][C:29](=[O:30])[CH3:31]>>[CH3:1][O:2][c:3]1[cH:4][cH:5][c:6]([CH:9]([CH3:10])[NH:11][CH:12]([CH2:13][C:14](=[O:15])[O:16][CH3:17])[c:18]2[cH:19][n:20][cH:21][cH:22][cH:23]2)[cH:7][cH:8]1.